describe an organic reaction: reactants, conditions, products, and yield From a dataset of the Open Reaction Database (ORD), a public repository of structured organic reaction records. Reactants: FC(C=1C=C(OC2CNC2)C=CC1)(F)F (3-(3-trifluoromethylphenoxy) azetidine), CN=C=O (methylisocyanate), product. Solvent: C1=CC=CC=C1 (benzene). Run at time 30 minute. Product: CNC(=O)N1CC(C1)OC1=CC(=CC=C1)C(F)(F)F (N-Methyl 3-(3-trifluoromethylphenoxy)-1-azetidinecarboxamide). Reaction SMILES: [F:1][C:2]([F:15])([F:14])[C:3]1[CH:4]=[C:5]([CH:11]=[CH:12][CH:13]=1)[O:6][CH:7]1[CH2:10][NH:9][CH2:8]1.[CH3:16][N:17]=[C:18]=[O:19]>C1C=CC=CC=1>[CH3:16][NH:17][C:18]([N:9]1[CH2:10][CH:7]([O:6][C:5]2[CH:11]=[CH:12][CH:13]=[C:3]([C:2]([F:1])([F:14])[F:15])[CH:4]=2)[CH2:8]1)=[O:19]. Procedure details: To 6.0 g. (0.024 mole) of 3-(3-trifluoromethylphenoxy) azetidine in 50 ml. of dry benzene was added dropwise 1.37 g. (0.024 mole) of methylisocyanate with stirring, and stirring was continued for 30 minutes. The solid which crystallized in the flask was recrystallized using 95% ethanol to give 5.0 g. (76%) of product (m.p. 145°-147° C.). Reactants: BrC1=C(C(=O)O)C=CC(=C1)Cl (2-bromo-4-chlorobenzoic acid), C([O-])([O-])=O.[K+].[K+] (potassium carbonate), Cl (hydrochloric acid), NC1=CC=CC=C1 (aniline). The reagents and catalysts are [Cu] (copper), [Cu-]=O (copper (I) oxide). Run in C(C)OCCO (2-ethoxy ethanol), O (water). Conditions: temperature 25 celsius, time 5 minute. Yields the product ClC1=CC(=C(C(=O)O)C=C1)NC1=CC=CC=C1 (4-chloro-2-phenylamino-benzoic acid). Isolated yield 72.4%. Reaction SMILES: Br[C:2]1[CH:10]=[C:9]([Cl:11])[CH:8]=[CH:7][C:3]=1[C:4]([OH:6])=[O:5].C(=O)([O-])[O-].[K+].[K+].[NH2:18][C:19]1[CH:24]=[CH:23][CH:22]=[CH:21][CH:20]=1.Cl>C(OCCO)C.O.[Cu].[Cu-]=O>[Cl:11][C:9]1[CH:8]=[CH:7][C:3]([C:4]([OH:6])=[O:5])=[C:2]([NH:18][C:19]2[CH:24]=[CH:23][CH:22]=[CH:21][CH:20]=2)[CH:10]=1 |f:1.2.3|. Reported procedure: A solution of 2-bromo-4-chlorobenzoic acid (25.0 g, 106.0 mmol) in 2-ethoxy ethanol (40 mL) was treated with copper powder (0.74 g, 11.6 mmol), copper (I) oxide (0.76 g, 5.3 mmol) and potassium carbonate (15.8 g, 114.0 mmol) at 25° C. under nitrogen. The reaction was stirred at 25° C. for 5 min. At this time, the reaction was treated with aniline (11.2 mL, 124 mmol) and then was heated 135° C. for 48 h. At this time, the reaction was cooled to 25° C., diluted with water (30 mL) and was acidified...